The task is: describe an organic reaction: reactants, conditions, products, and yield. This data is from the Open Reaction Database (ORD), a public repository of structured organic reaction records. Product: ClC1=C(OCC(=O)OC(C)(C)C)C=C(C=C1)\C=C\C=O (t-butyl {2-chloro-5-[(1E)-3-oxo-1-propenyl]phenoxy}acetate). RXN SMILES: [Cl:1][C:2]1[CH:16]=[CH:15][C:14](I)=[CH:13][C:3]=1[O:4][CH2:5][C:6]([O:8][C:9]([CH3:12])([CH3:11])[CH3:10])=[O:7].[CH:18]([CH:20]=[CH2:21])=[O:19].C(=O)([O-])[O-].[Na+].[Na+].S([O-])([O-])(=O)=S.[Na+].[Na+]>CN(C)C=O.[Cl-].C([N+](CC)(CC)CC)C1C=CC=CC=1.C([O-])(=O)C.[Pd+2].C([O-])(=O)C>[Cl:1][C:2]1[CH:16]=[CH:15][C:14](/[CH:21]=[CH:20]/[CH:18]=[O:19])=[CH:13][C:3]=1[O:4][CH2:5][C:6]([O:8][C:9]([CH3:12])([CH3:11])[CH3:10])=[O:7] |f:2.3.4,5.6.7,9.10,11.12.13|. Solvent: CN(C=O)C (dimethylformamide). Reagents/catalysts: C(C)(=O)[O-].[Pd+2].C(C)(=O)[O-] (palladium acetate), [Cl-].C(C1=CC=CC=C1)[N+](CC)(CC)CC (benzyltriethylammonium chloride). Reported procedure: t-Butyl (2-chloro-5-iodophenoxy)acetate (851 mg, 2.00 mmol) was dissolved in dimethylformamide under an atmosphere of nitrogen, and thereto were acrolein (0.400 ml, 6.00 mmol), sodium carbonate (0.510 g, 6.00 mmol), benzyltriethylammonium chloride (683 mg, 3.00 mmol) and palladium acetate (14.0 mg, 60.0 μmol). The mixture was stirred for 3 hours at 60° C. The reaction mixture was cooled and thereto was added sodium thiosulfate. The mixture was extracted with ethyl acetate and the organic layer w... Conditions: temperature 60 celsius, time 3 hour. Starting materials: C(=O)C=C (acrolein), S(=S)(=O)([O-])[O-].[Na+].[Na+] (sodium thiosulfate), ClC1=C(OCC(=O)OC(C)(C)C)C=C(C=C1)I (t-Butyl (2-chloro-5-iodophenoxy)acetate), C([O-])([O-])=O.[Na+].[Na+] (sodium carbonate). Reactants: NC1=NC(=NC2=CC(=C(C=C12)OC)OC)Cl (4-amino-2-chloro-6,7-dimethoxyquinazoline), C1(=CC=CC=C1)C1(CCCCC1)C(=O)N1CCNCC1 (1-(1-phenylcyclohexylcarbonyl)piperazine). Product: O.Cl.NC1=NC(=NC2=CC(=C(C=C12)OC)OC)N1CCN(CC1)C(=O)C1(CCCCC1)C1=CC=CC=C1 (4-Amino-6,7-dimethoxy-2-[4-(1-phenylcyclohexylcarbonyl)-1-piperazinyl]quinazoline hydrochloride hydrate). Yield: 84.1%. Procedure details: To 25 ml of isopentanol were added 1.0 g of 4-amino-2-chloro-6,7-dimethoxyquinazoline and 1.37 g of 1-(1-phenylcyclohexylcarbonyl)piperazine, and the resulting mixture was heated under reflux for 4 hours. The crystals thereby produced were collected by filtration and neutralized by the addition of a 10% w/w aqueous solution of sodium hydroxide. The resulting mixture was extracted with chloroform and the extract was subjected to silica gel chromatography and eluted with chloroform. A 10% w/w solu... RXN SMILES: [NH2:1][C:2]1[C:11]2[C:6](=[CH:7][C:8]([O:14][CH3:15])=[C:9]([O:12][CH3:13])[CH:10]=2)[N:5]=[C:4]([Cl:16])[N:3]=1.[C:17]1([C:23]2([C:29]([N:31]3[CH2:36][CH2:35][NH:34][CH2:33][CH2:32]3)=[O:30])[CH2:28][CH2:27][CH2:26][CH2:25][CH2:24]2)[CH:22]=[CH:21][CH:20]=[CH:19][CH:18]=1>C(O)CC(C)C>[OH2:12].[ClH:16].[NH2:1][C:2]1[C:11]2[C:6](=[CH:7][C:8]([O:14][CH3:15])=[C:9]([O:12][CH3:13])[CH:10]=2)[N:5]=[C:4]([N:34]2[CH2:35][CH2:36][N:31]([C:29]([C:23]3([C:17]4[CH:18]=[CH:19][CH:20]=[CH:21][CH:22]=4)[CH2:24][CH2:25][CH2:26][CH2:27][CH2:28]3)=[O:30])[CH2:32][CH2:33]2)[N:3]=1 |f:3.4.5|. The solvent is C(CC(C)C)O (isopentanol). Starting materials: C(F)(Cl)(Cl)Cl (CFCl3), C(C(F)(F)F)(C(F)(F)F)OC(F)(F)Cl ((CF3)2CHOCF2Cl), FC(C(C(F)(F)F)OC(F)(F)F)(F)F (trifluoromethyl 1,1,1,3,3,3-hexafluoro-2-propyl ether). The product is FC(C(C(F)(F)F)OC(OC(C(F)(F)F)C(F)(F)F)(F)F)(F)F (2,6-bis(trifluoromethyl)1,1,1,4,4,7,7,7-octafluoro-3,5-dioxaheptane). RXN SMILES: C(Cl)(Cl)(Cl)F.[CH:6]([O:15][C:16](Cl)([F:18])[F:17])([C:11]([F:14])([F:13])[F:12])[C:7]([F:10])([F:9])[F:8].[F:20][C:21]([F:33])([F:32])[CH:22]([O:27]C(F)(F)F)[C:23]([F:26])([F:25])[F:24]>>[F:8][C:7]([F:10])([F:9])[CH:6]([O:15][C:16]([F:18])([F:17])[O:27][CH:22]([C:23]([F:26])([F:25])[F:24])[C:21]([F:33])([F:32])[F:20])[C:11]([F:14])([F:13])[F:12]. Reported procedure: Fractionation of the combined products afforded 23.2 g of a mixture, boiling point up to 39.5° C. shown by 1H and 19F NMR and GC to contain mainly CFCl3 and (CF3)2CHOCF2Cl along with a small amount of trifluoromethyl 1,1,1,3,3,3-hexafluoro-2-propyl ether. There was then distilled 120.1 g, boiling point 40° to 45° C., identified by GC and NMR as chlorodifluoromethyl 1,1,1,3,3,3-hexafluoro-2-propyl ether. Next came 2.7 g, boiling point 75° to 79° C., of dichlorofluoromethyl 1,1,1,3,3,3-hexafluoro-... The product is CN(C1=NC=CC=C1[N+](=O)[O-])CCO (2-(N-Methyl-N-(3-nitro-2-pyridinyl)amino)ethanol). As a reaction SMILES: [CH3:1][NH:2][CH2:3][CH2:4][OH:5].Cl[C:7]1[C:12]([N+:13]([O-:15])=[O:14])=[CH:11][CH:10]=[CH:9][N:8]=1.C(=O)([O-])[O-].[K+].[K+]>C(#N)C>[CH3:1][N:2]([CH2:3][CH2:4][OH:5])[C:7]1[C:12]([N+:13]([O-:15])=[O:14])=[CH:11][CH:10]=[CH:9][N:8]=1 |f:2.3.4|. Run in C(C)#N (acetonitrile). Conditions: time 2.5 hour. Procedure details: 2-(Methylamino)ethanol (3.04 ml) is added to a mixture of 2-chloro-3-nitropyridine (3.00 g) and of potassium carbonate (5.22 g) in acetonitrile (90 ml) at 0°. The mixture is stirred for 2.5 hr at 20°-25° and additional 2-(methylamino)ethanol (1.5 ml) is added. The mixture is stirred for 1.5 hr, concentrated to a gum and diluted with methylene chloride (85 ml) and water (20 ml). The layers are separated and the organic phase is washed with water and dried over magnesium sulfate. Removal of solven... Starting materials: CNCCO (2-(methylamino)ethanol), CNCCO (2-(Methylamino)ethanol), ClC1=NC=CC=C1[N+](=O)[O-] (2-chloro-3-nitropyridine), C([O-])([O-])=O.[K+].[K+] (potassium carbonate). As a reaction SMILES: Cl[C:2]1[CH:7]=[C:6]([CH2:8][CH3:9])[N:5]=[C:4]([C:10]2[CH:15]=[CH:14][CH:13]=[C:12]([Cl:16])[CH:11]=2)[N:3]=1.[Cl:17][C:18]1[CH:19]=[N:20][N:21]([CH2:23][C:24]2[CH:30]=[CH:29][C:27]([NH2:28])=[CH:26][CH:25]=2)[CH:22]=1>CN1C(=O)CCC1>[Cl:17][C:18]1[CH:19]=[N:20][N:21]([CH2:23][C:24]2[CH:30]=[CH:29][C:27]([NH:28][C:2]3[CH:7]=[C:6]([CH2:8][CH3:9])[N:5]=[C:4]([C:10]4[CH:15]=[CH:14][CH:13]=[C:12]([Cl:16])[CH:11]=4)[N:3]=3)=[CH:26][CH:25]=2)[CH:22]=1. Starting materials: ClC1=NC(=NC(=C1)CC)C1=CC(=CC=C1)Cl (4-chloro-2-(3-chlorophenyl)-6-ethylpyrimidine), ClC=1C=NN(C1)CC1=CC=C(N)C=C1 (4-((4-chloro-1H-pyrazol-1-yl)methyl)aniline). Product: ClC=1C=NN(C1)CC1=CC=C(C=C1)NC1=NC(=NC(=C1)CC)C1=CC(=CC=C1)Cl (N-(4-((4-Chloro-1H-pyrazol-1-yl)methyl)phenyl)-2-(3-chlorophenyl)-6-ethylpyrimidin-4-amine). Procedure: Following General Procedure A1, 4-chloro-2-(3-chlorophenyl)-6-ethylpyrimidine (0.100 g, 0.39 mmol) in NMP (3 mL) was reacted with 4-((4-chloro-1H-pyrazol-1-yl)methyl)aniline (0.098 g, 0.47 mmol) to afford the title compound (0.078 g, 78%) as a light brown solid. MW=424.33. 1H NMR (DMSO-d6, 500 MHz) δ 9.67 (s, 1H), 8.34-8.26 (m, 2H), 8.09 (s, 1H), 7.71 (d, J=8.5 Hz, 2H), 7.60-7.52 (m, 3H), 7.32-7.27 (m, 2H), 6.61 (s, 1H), 5.26 (s, 2H), 2.67 (q, J=7.6 Hz, 2H), 1.29-1.24 (m, 3H); APCI MS m/z 424 [M... Isolated yield 47.1%. Solvent: CN1CCCC1=O (NMP). Reactants: Teflon, ClCS(=O)(=O)NC1=C(C=C(C(=C1)N1C(N2[C@@H](C1=O)C[C@H](C2)O)=O)F)Cl ((6R-trans)-1-chloro-N-[2-chloro4-fluoro-5-(tetrahydro-6-hydroxy-1,3-dioxo-1H-pyrrolo[1,2-c]imidazol-2(3H)-yl)phenyl]methanesulfonamide), FC(C(F)F)(F)N(CC)CC (1,1,2,2-tetrafluoroethyldiethylamine). Run in ClCCCl (1,2-dichloroethane). Conditions: temperature 50 celsius, time 1 hour. Product: ClCS(=O)(=O)NC1=C(C=C(C(=C1)N1C(N2[C@@H](C1=O)C[C@@H](C2)F)=O)F)Cl ((6S-cis)-1-chloro-N-[2-chloro-4-fluoro-5-(6-fluorotetrahydro-1,3-dioxo-1H-pyrrolo[1,2-c]imidazol-2(3H)-yl)phenyl]methanesulfonamide). Reaction SMILES: [Cl:1][CH2:2][S:3]([NH:6][C:7]1[CH:12]=[C:11]([N:13]2[C:17](=[O:18])[C@H:16]3[CH2:19][C@@H:20](O)[CH2:21][N:15]3[C:14]2=[O:23])[C:10]([F:24])=[CH:9][C:8]=1[Cl:25])(=[O:5])=[O:4].[F:26]C(N(CC)CC)(F)C(F)F>ClCCCl>[Cl:1][CH2:2][S:3]([NH:6][C:7]1[CH:12]=[C:11]([N:13]2[C:17](=[O:18])[C@H:16]3[CH2:19][C@H:20]([F:26])[CH2:21][N:15]3[C:14]2=[O:23])[C:10]([F:24])=[CH:9][C:8]=1[Cl:25])(=[O:5])=[O:4]. Procedure details: In a Teflon® flask, a suspension of (6R-trans)-1-chloro-N-[2-chloro4-fluoro-5-(tetrahydro-6-hydroxy-1,3-dioxo-1H-pyrrolo[1,2-c]imidazol-2(3H)-yl)phenyl]methanesulfonamide (8.24 g, assay 94.5% pure, 18.9 mmol) in 1,2-dichloroethane (40 mL) was heated to reflux and then 1,1,2,2-tetrafluoroethyldiethylamine (3.8 g, 26 mmol) was added over 1-2 minutes. Refluxing was continued for 1 hour, then 20 mL of the solvent was distilled out of the reaction mixture at atmospheric pressure. The reaction mixture...